Dataset: the Open Reaction Database (ORD), a public repository of structured organic reaction records. Task: describe an organic reaction: reactants, conditions, products, and yield Starting materials: C(=O)(OCC)C(C#N)(CC1=CC(=C(C(=C1)OC)OC)OC)C(OCC)OCC (α-carbethoxy-α-diethoxymethyl-β-(3,4,5-trimethoxyphenyl)propionitrile), [OH-].[K+] (potassium hydroxide), NC(=N)N (guanidine). Run in C(C)O (ethanol), C(C)O (ethanol), C(C)O (ethanol). Yields the product NC1=NC=C(C(=N1)N)CC1=CC(=C(C(=C1)OC)OC)OC (2,4-diamino-5-(3,4,5-trimethoxybenzyl)pyrimidine). Reaction SMILES: C([C:6]([CH:22](OCC)OCC)([CH2:9][C:10]1[CH:15]=[C:14]([O:16][CH3:17])[C:13]([O:18][CH3:19])=[C:12]([O:20][CH3:21])[CH:11]=1)[C:7]#[N:8])(OCC)=O.[OH-].[K+].[NH2:31][C:32]([NH2:34])=[NH:33]>C(O)C>[NH2:34][C:32]1[N:33]=[C:7]([NH2:8])[C:6]([CH2:9][C:10]2[CH:15]=[C:14]([O:16][CH3:17])[C:13]([O:18][CH3:19])=[C:12]([O:20][CH3:21])[CH:11]=2)=[CH:22][N:31]=1 |f:1.2|. Procedure: A solution of α-carbethoxy-α-diethoxymethyl-β-(3,4,5-trimethoxyphenyl)propionitrile (7.9 g, 0.02 mol) and an equivalent amount of potassium hydroxide in ethanol (50 ml) was heated at reflux for one hour. A solution of guanidine (0.07 mol) in ethanol (50 ml) was added, and reflux was resumed. Some ethanol was allowed to boil off bringing the reaction temperature up to 85°. After about 20 hours at reflux the mixture was allowed to cool, and the product was filtered and washed with ethanol. The cru...